From a dataset of the Open Reaction Database (ORD), a public repository of structured organic reaction records. describe an organic reaction: reactants, conditions, products, and yield Starting materials: [I-].C[P+](C1=CC=CC=C1)(C1=CC=CC=C1)C1=CC=CC=C1 (methyl triphenyl phosphonium iodide), [Li]CCCC (nBuLi), NC1=NC2=C(C=3C=CC=NC13)C=CC(=C2)C=O (5-aminobenzo[f][1,7]naphthyridine-8-carbaldehyde). Solvent: C1CCOC1 (THF). Conditions: temperature 0 celsius, time 30 minute. Product: C(=C)C1=CC=2C(=C3C=CC=NC3=C(N2)N)C=C1 (8-vinylbenzo[f][1,7]naphthyridin-5-amine). RXN SMILES: [I-].C[P+](C1C=CC=CC=1)(C1C=CC=CC=1)C1C=CC=CC=1.[Li][CH2:23][CH2:24][CH2:25][CH3:26].[NH2:27][C:28]1[C:37]2[N:36]=[CH:35][CH:34]=[CH:33][C:32]=2[C:31]2[CH:38]=CC(C=O)=[CH:41][C:30]=2[N:29]=1>C1COCC1>[CH:25]([C:24]1[CH:23]=[CH:38][C:31]2=[C:32]3[C:37](=[C:28]([NH2:27])[N:29]=[C:30]2[CH:41]=1)[N:36]=[CH:35][CH:34]=[CH:33]3)=[CH2:26] |f:0.1|. Procedure: To a solution of methyl triphenyl phosphonium iodide (6.0 eq.) was added nBuLi (7.0 eq.) at −78° C. The reaction mixture was allowed to warm to 0° C. and stirred for 30 minutes (deep orange color). The reaction was again cooled down to −78° C. and 5-aminobenzo[f][1,7]naphthyridine-8-carbaldehyde (from Example 87) (1.0 eq.) in THF was introduced dropwised to the reaction. The reaction was allowed to warm to ambient temperature overnight. The reaction was quenched by saturated NH4Cl and extracted ...